This data is from the Open Reaction Database (ORD), a public repository of structured organic reaction records. The task is: describe an organic reaction: reactants, conditions, products, and yield The reactants are Cl.C1(=CC=CC=C1)N(N)C1=CC=CC=C1 (1,1-diphenylhydrazine hydrochloride), C(C)(C)(C)OC(=O)N1CCC(CC1)=O (4-oxo-1-piperidinecarboxylic acid tert-butyl ester). The solvent is N1=CC=CC=C1 (pyridine). Conditions: temperature 120 celsius, time 3 hour. Yields the product C(C)(C)(C)OC(=O)N1CC2=C(N(C=3C=CC=CC23)C2=CC=CC=C2)CC1 (5-Phenyl-1,3,4,5-tetrahydro-pyrido[4,3-b]indole-2-carboxylic acid tert-butyl ester). Yield: 37.2%. Reaction SMILES: Cl.[C:2]1([N:8]([C:10]2[CH:15]=[CH:14][CH:13]=[CH:12][CH:11]=2)N)[CH:7]=[CH:6][CH:5]=[CH:4][CH:3]=1.[C:16]([O:20][C:21]([N:23]1[CH2:28][CH2:27][C:26](=O)[CH2:25][CH2:24]1)=[O:22])([CH3:19])([CH3:18])[CH3:17]>N1C=CC=CC=1>[C:16]([O:20][C:21]([N:23]1[CH2:28][CH2:27][C:26]2[N:8]([C:10]3[CH:15]=[CH:14][CH:13]=[CH:12][CH:11]=3)[C:2]3[CH:7]=[CH:6][CH:5]=[CH:4][C:3]=3[C:25]=2[CH2:24]1)=[O:22])([CH3:19])([CH3:17])[CH3:18] |f:0.1|. Procedure: A mixture of 1,1-diphenylhydrazine hydrochloride (0.365 g, 1.65 mmol) and 4-oxo-1-piperidinecarboxylic acid tert-butyl ester (0.329 g, 1.65 mmol) in pyridine (3 mL) was heated in a sealed tube at 120° C. with stirring for 3 h. The reaction mixture was subsequently cooled to room temperature and partitioned between ethyl acetate and water. The organic layer was separated, dried (MgSO4), filtered and evaporated to dryness. The residue was chromatographed (SiO2/hexanes:ethyl acetate, 3:2) to give t... As a reaction SMILES: [C:1]([CH3:2])([CH3:3])([CH3:4])[O:5][N:6]=[C:7]([CH3:8])[c:9]1[n:10][cH:11][c:12]([NH:15][C:16]([CH:17]([CH2:18][CH:19]2[CH2:20][CH2:21][CH2:22][CH2:23]2)[c:24]2[cH:25][cH:26][c:27]([S:30](=[O:31])(=[O:32])[CH3:33])[cH:28][cH:29]2)=[O:34])[n:13][cH:14]1.[CH2:35]([Cl:36])[Cl:37].[Cl-:38].[Cl-:39].[Cl-:40].[Cl-:41].[Ti+4:42]>>[OH:5][N:6]=[C:7]([CH3:8])[c:9]1[n:10][cH:11][c:12]([NH:15][C:16]([CH:17]([CH2:18][CH:19]2[CH2:20][CH2:21][CH2:22][CH2:23]2)[c:24]2[cH:25][cH:26][c:27]([S:30](=[O:31])(=[O:32])[CH3:33])[cH:28][cH:29]2)=[O:34])[n:13][cH:14]1. Reactants: CC(=NOC(C)(C)C)c1cnc(NC(=O)C(CC2CCCC2)c2ccc(S(C)(=O)=O)cc2)cn1, ClCCl, [Cl-], [Cl-], [Cl-], [Cl-], [Ti+4]. Product: CC(=NO)c1cnc(NC(=O)C(CC2CCCC2)c2ccc(S(C)(=O)=O)cc2)cn1. The reactants are [BH3-]C#N, CCCCCCCCCCCCN, CC(=O)O, CC1(C)CC(=O)CC(C)(C)N1OC1CCCCC1, [Na+], C1CCOC1. Yields the product CCCCCCCCCCCCNC1CC(C)(C)N(OC2CCCCC2)C(C)(C)C1. As a reaction SMILES: [C:36]([BH3-:37])#[N:38].[CH2:23]([CH2:24][CH2:25][CH2:26][CH2:27][CH2:28][CH2:29][CH2:30][CH2:31][CH2:32][CH2:33][CH3:34])[NH2:35].[CH3:1][C:2](=[O:3])[OH:4].[CH:5]1([O:11][N:12]2[C:13]([CH3:21])([CH3:22])[CH2:14][C:15](=[O:20])[CH2:16][C:17]2([CH3:18])[CH3:19])[CH2:6][CH2:7][CH2:8][CH2:9][CH2:10]1.[Na+:39].[O:40]1[CH2:41][CH2:42][CH2:43][CH2:44]1>>[CH:5]1([O:11][N:12]2[C:13]([CH3:21])([CH3:22])[CH2:14][CH:15]([NH:35][CH2:23][CH2:24][CH2:25][CH2:26][CH2:27][CH2:28][CH2:29][CH2:30][CH2:31][CH2:32][CH2:33][CH3:34])[CH2:16][C:17]2([CH3:18])[CH3:19])[CH2:6][CH2:7][CH2:8][CH2:9][CH2:10]1. The reactants are C(C)(C)(C)C1=CC=C(C=C1)S(=O)(=O)NC1=C(C=C(C(=C1)F)Cl)C1=NN=CN1C (4-tert-butyl-N-[4-chloro-5-fluoro-2-(4-methyl-4H-[1,2,4]triazol-3-yl)-phenyl]-benzenesulfonamide), N,N-dimethylmethyleneiminium iodide. Run in CN(C)C=O (DMF). Reaction conditions: temperature 100 celsius, time 8 hour. The product is C(C)(C)(C)C1=CC=C(C=C1)S(=O)(=O)NC1=C(C=C(C(=C1)F)Cl)C1=NN=C(N1C)CN(C)C (4-tert-butyl-N-[4-chloro-2-(5-dimethylaminomethyl-4-methyl-4H-[1,2,4]triazol-3-yl)-5-fluoro-phenyl]-benzenesulfonamide). RXN SMILES: [C:1]([C:5]1[CH:10]=[CH:9][C:8]([S:11]([NH:14][C:15]2[CH:20]=[C:19]([F:21])[C:18]([Cl:22])=[CH:17][C:16]=2[C:23]2[N:27]([CH3:28])[CH:26]=[N:25][N:24]=2)(=[O:13])=[O:12])=[CH:7][CH:6]=1)([CH3:4])([CH3:3])[CH3:2]>CN(C=O)C>[C:1]([C:5]1[CH:10]=[CH:9][C:8]([S:11]([NH:14][C:15]2[CH:20]=[C:19]([F:21])[C:18]([Cl:22])=[CH:17][C:16]=2[C:23]2[N:27]([CH3:28])[C:26]([CH2:26][N:27]([CH3:28])[CH3:23])=[N:25][N:24]=2)(=[O:12])=[O:13])=[CH:7][CH:6]=1)([CH3:4])([CH3:2])[CH3:3]. Reported procedure: A 25 mL pear-shaped flask was charged with 4-tert-butyl-N-[4-chloro-5-fluoro-2-(4-methyl-4H-[1,2,4]triazol-3-yl)-phenyl]-benzenesulfonamide (prepared according to general procedure C) (75 mg, 0.18 mmol), N,N-dimethylmethyleneiminium iodide (43 mg, 0.23 mmol), and DMF (0.44 mL). The flask was heated to 100° C. and stirred overnight. The following day, the solvent was evacuated in vacuo and the residue was purified via HPLC to afford 4-tert-butyl-N-[4-chloro-2-(5-dimethylaminomethyl-4-methyl-4H-[1...